describe an organic reaction: reactants, conditions, products, and yield From a dataset of the Open Reaction Database (ORD), a public repository of structured organic reaction records. The reactants are CN(C)C=O, NCCCOc1cccc(CN2CCCCC2)c1, O=c1[nH]c(=S)c2ccccc2[nH]1. The product is O=c1nc(NCCCOc2cccc(CN3CCCCC3)c2)c2ccccc2[nH]1. Reaction SMILES: [CH3:31][N:32]([CH3:33])[CH:34]=[O:35].[N:1]1([CH2:7][c:8]2[cH:9][c:10]([O:11][CH2:12][CH2:13][CH2:14][NH2:15])[cH:16][cH:17][cH:18]2)[CH2:2][CH2:3][CH2:4][CH2:5][CH2:6]1.[O:19]=[c:20]1[nH:21][c:22]2[cH:23][cH:24][cH:25][cH:26][c:27]2[c:28](=[S:30])[nH:29]1>>[N:1]1([CH2:7][c:8]2[cH:9][c:10]([O:11][CH2:12][CH2:13][CH2:14][NH:15][c:28]3[c:27]4[c:22]([nH:21][c:20](=[O:19])[n:29]3)[cH:23][cH:24][cH:25][cH:26]4)[cH:16][cH:17][cH:18]2)[CH2:2][CH2:3][CH2:4][CH2:5][CH2:6]1.